This data is from the Open Reaction Database (ORD), a public repository of structured organic reaction records. The task is: describe an organic reaction: reactants, conditions, products, and yield Reactants: COC(OC)c1cc(SC)c(C#N)c(O)n1, CC(C)I, [Na], CN(C)C=O. Yields the product COC(OC)c1cc(SC)c(C#N)c(OC(C)C)n1. As a reaction SMILES: [CH3:2][O:3][CH:4]([c:5]1[n:6][c:7]([OH:15])[c:8]([C:9]#[N:10])[c:11]([S:13][CH3:14])[cH:12]1)[O:16][CH3:17].[I:18][CH:19]([CH3:20])[CH3:21].[Na:1].[O:22]=[CH:23][N:24]([CH3:25])[CH3:26]>>[CH3:2][O:3][CH:4]([c:5]1[n:6][c:7]([O:15][CH:19]([CH3:20])[CH3:21])[c:8]([C:9]#[N:10])[c:11]([S:13][CH3:14])[cH:12]1)[O:16][CH3:17]. The reactants are C(C1=CC=CC=C1)OC(=O)N1C2C(C(C1)C(NC1=CC=CC=C1)=O)N(CC2)C(C(C2CCCCC2)NC(=O)OC(C)(C)C)=O (4-(2-tert-Butoxycarbonylamino-2-cyclohexyl-acetyl)-3-phenylcarbamoyl-hexahydro-pyrrolo[3,2-b]pyrrole-1-carboxylic acid benzyl ester), C(=O)(C(F)(F)F)O (TFA). The solvent is C(Cl)Cl (DCM). Conditions: time 2 hour. Yields the product C(C1=CC=CC=C1)OC(=O)N1C2C(C(C1)C(NC1=CC=CC=C1)=O)N(CC2)C(C(C2CCCCC2)N)=O (4-(2-Amino-2-cyclohexyl-acetyl)-3-phenylcarbamoyl-hexahydro-pyrrolo[3,2-b]pyrrole-1-carboxylic acid benzyl ester). The yield is 95.4%. As a reaction SMILES: [CH2:1]([O:8][C:9]([N:11]1[CH2:15][CH:14]([C:16](=[O:24])[NH:17][C:18]2[CH:23]=[CH:22][CH:21]=[CH:20][CH:19]=2)[CH:13]2[N:25]([C:28](=[O:44])[CH:29]([NH:36]C(OC(C)(C)C)=O)[CH:30]3[CH2:35][CH2:34][CH2:33][CH2:32][CH2:31]3)[CH2:26][CH2:27][CH:12]12)=[O:10])[C:2]1[CH:7]=[CH:6][CH:5]=[CH:4][CH:3]=1.C(O)(C(F)(F)F)=O>C(Cl)Cl>[CH2:1]([O:8][C:9]([N:11]1[CH2:15][CH:14]([C:16](=[O:24])[NH:17][C:18]2[CH:19]=[CH:20][CH:21]=[CH:22][CH:23]=2)[CH:13]2[N:25]([C:28](=[O:44])[CH:29]([NH2:36])[CH:30]3[CH2:35][CH2:34][CH2:33][CH2:32][CH2:31]3)[CH2:26][CH2:27][CH:12]12)=[O:10])[C:2]1[CH:7]=[CH:6][CH:5]=[CH:4][CH:3]=1. Reported procedure: A solution of 39 (460 mg, 0.76 mmol) in DCM (10 mL) was cooled to 0° C. and treated with TFA (4 mL). After 2 h, the solution was concentrated, diluted with EtOAc and washed with saturated aqueous NaHCO3, brine, dried over anhydrous Na2SO4, filtered and concentrated to afford 40 (366 mg) as a pale yellow-colored foam that was used without further purification. Mass spectrum, m/z [505.5] (M+H)+. Reactants: CC1COCCN1Cc1cc(F)c(Br)cc1F, CC(C)(C)[O-], Cc1ncc(-c2nc(N)ncc2F)n1C1CCOCC1, [K+], CN(C)C=O, C1COCCO1, O=C(C=Cc1ccccc1)C=Cc1ccccc1, O=C(C=Cc1ccccc1)C=Cc1ccccc1, O=C(C=Cc1ccccc1)C=Cc1ccccc1, [Pd], [Pd]. Yields the product Cc1ncc(-c2nc(Nc3cc(F)c(CN4CCOCC4C)cc3F)ncc2F)n1C1CCOCC1. RXN SMILES: [Br:1][c:2]1[cH:3][c:4]([F:17])[c:5]([CH2:6][N:7]2[CH:8]([CH3:13])[CH2:9][O:10][CH2:11][CH2:12]2)[cH:14][c:15]1[F:16].[CH3:38][C:39]([CH3:40])([O-:41])[CH3:42].[F:18][c:19]1[c:20](-[c:26]2[cH:27][n:28][c:29]([CH3:37])[n:30]2[CH:31]2[CH2:32][CH2:33][O:34][CH2:35][CH2:36]2)[n:21][c:22]([NH2:25])[n:23][cH:24]1.[K+:43].[O:44]=[CH:45][N:46]([CH3:47])[CH3:48].[O:49]1[CH2:50][CH2:51][O:52][CH2:53][CH2:54]1.[O:57]=[C:58]([CH:59]=[CH:60][c:61]1[cH:62][cH:63][cH:64][cH:65][cH:66]1)[CH:67]=[CH:68][c:69]1[cH:70][cH:71][cH:72][cH:73][cH:74]1.[O:75]=[C:76]([CH:77]=[CH:78][c:79]1[cH:80][cH:81][cH:82][cH:83][cH:84]1)[CH:85]=[CH:86][c:87]1[cH:88][cH:89][cH:90][cH:91][cH:92]1.[O:93]=[C:94]([CH:95]=[CH:96][c:97]1[cH:98][cH:99][cH:100][cH:101][cH:102]1)[CH:103]=[CH:104][c:105]1[cH:106][cH:107][cH:108][cH:109][cH:110]1.[Pd:55].[Pd:56]>>[c:2]1([NH:25][c:22]2[n:21][c:20](-[c:26]3[cH:27][n:28][c:29]([CH3:37])[n:30]3[CH:31]3[CH2:32][CH2:33][O:34][CH2:35][CH2:36]3)[c:19]([F:18])[cH:24][n:23]2)[cH:3][c:4]([F:17])[c:5]([CH2:6][N:7]2[CH:8]([CH3:13])[CH2:9][O:10][CH2:11][CH2:12]2)[cH:14][c:15]1[F:16]. Starting materials: Cc1ccc(NC(=O)c2cc(N3CCN(C)CC3)cc(C(F)(F)F)c2)cc1Br, O=C([O-])[O-], CC(=O)[O-], CC(=O)[O-], C1COCCO1, [Cs+], [Cs+], CNc1cc(-n2nccc2N)ncn1, [Pd+2]. The product is CNc1cc(-n2nccc2Nc2cc(NC(=O)c3cc(N4CCN(C)CC4)cc(C(F)(F)F)c3)ccc2C)ncn1. As a reaction SMILES: [Br:15][c:16]1[cH:17][c:18]([NH:23][C:24]([c:25]2[cH:26][c:27]([N:35]3[CH2:36][CH2:37][N:38]([CH3:41])[CH2:39][CH2:40]3)[cH:28][c:29]([C:31]([F:32])([F:33])[F:34])[cH:30]2)=[O:42])[cH:19][cH:20][c:21]1[CH3:22].[C:43](=[O:44])([O-:45])[O-:46].[C:49]([O-:50])(=[O:51])[CH3:52].[C:54]([O-:55])(=[O:56])[CH3:57].[CH2:58]1[O:59][CH2:60][CH2:61][O:62][CH2:63]1.[Cs+:47].[Cs+:48].[NH2:1][c:2]1[cH:3][cH:4][n:5][n:6]1-[c:7]1[cH:8][c:9]([NH:13][CH3:14])[n:10][cH:11][n:12]1.[Pd+2:53]>>[NH:1]([c:2]1[cH:3][cH:4][n:5][n:6]1-[c:7]1[cH:8][c:9]([NH:13][CH3:14])[n:10][cH:11][n:12]1)[c:16]1[cH:17][c:18]([NH:23][C:24]([c:25]2[cH:26][c:27]([N:35]3[CH2:36][CH2:37][N:38]([CH3:41])[CH2:39][CH2:40]3)[cH:28][c:29]([C:31]([F:32])([F:33])[F:34])[cH:30]2)=[O:42])[cH:19][cH:20][c:21]1[CH3:22]. Procedure details: A mixture of 3-bromo-4-(3-bromophenyl)butan-2-one (1.8 g, 5.9 mmol) and ethyl 2-amino-2-thioxoacetate (745 mg, 5.6 mmol) in EtOH (20 mL) was refluxed overnight. The solvent was removed and the residue was purified by silica gel column chromatography (EtOAc:Petroleum ether=1:5) to afford ethyl 5-(3-bromobenzyl)-4-methylthiazole-2-carboxylate as a light yellow solid (800 mg, 42.1%). MS (ES+) C14H14BrNO2S requires: 339, 341 found: 340[M+H]+, 342 [M+2+H]+(1:1). The solvent is CCO (EtOH). Isolated yield 42.0%. Yields the product BrC=1C=C(CC2=C(N=C(S2)C(=O)OCC)C)C=CC1 (ethyl 5-(3-bromobenzyl)-4-methylthiazole-2-carboxylate). RXN SMILES: Br[CH:2]([CH2:6][C:7]1[CH:12]=[CH:11][CH:10]=[C:9]([Br:13])[CH:8]=1)[C:3](=O)[CH3:4].[NH2:14][C:15](=[S:21])[C:16]([O:18][CH2:19][CH3:20])=[O:17]>CCO>[Br:13][C:9]1[CH:8]=[C:7]([CH:12]=[CH:11][CH:10]=1)[CH2:6][C:2]1[S:21][C:15]([C:16]([O:18][CH2:19][CH3:20])=[O:17])=[N:14][C:3]=1[CH3:4]. Reactants: BrC(C(C)=O)CC1=CC(=CC=C1)Br (3-bromo-4-(3-bromophenyl)butan-2-one), NC(C(=O)OCC)=S (ethyl 2-amino-2-thioxoacetate). Starting materials: OC=1CC(OC(C1)=O)(C1=CC=CC=C1)CCC1=CC=C(C=C1)NC(C)=O (N-{4-[2-(4-hydroxy-6-oxo-2-phenyl-3,6-dihydro-2H-pyran-2-yl)-ethyl]-phenyl}-acetamide), CN(C)C=O (DMF), C(C)(C)(C)C1=C(C=C(C(=C1)CO)C)SS(=O)(=O)C1=CC=C(C=C1)C (toluene-4-thiosulfonic acid S-(2-tert-butyl-4-hydroxymethyl-5-methyl-phenyl) ester), C(=O)([O-])[O-].[K+].[K+] (K2CO3). The solvent is CCOC(=O)C (EtOAc), C(C)(=O)O (acetic acid). Conditions: time 8 hour. Product: NC1=CC=C(C=C1)CCC1(CC(=C(C(O1)=O)SC1=C(C=C(C(=C1)C)CO)C(C)(C)C)O)C1=CC=CC=C1 (6-[2-(4-aminophenyl)ethyl]-3-(2-tert-butyl-4-hydroxymethyl-5-methyl-phenylsulfanyl)-4-hydroxy-6-phenyl-5,6-dihydro-pyran-2-one). Reaction SMILES: [OH:1][C:2]1[CH2:3][C:4]([CH2:15][CH2:16][C:17]2[CH:22]=[CH:21][C:20]([NH:23]C(=O)C)=[CH:19][CH:18]=2)([C:9]2[CH:14]=[CH:13][CH:12]=[CH:11][CH:10]=2)[O:5][C:6](=[O:8])[CH:7]=1.[C:27]([C:31]1[CH:36]=[C:35]([CH2:37][OH:38])[C:34]([CH3:39])=[CH:33][C:32]=1[S:40]S(C1C=CC(C)=CC=1)(=O)=O)([CH3:30])([CH3:29])[CH3:28].C([O-])([O-])=O.[K+].[K+].CN(C=O)C>CCOC(C)=O.C(O)(=O)C>[NH2:23][C:20]1[CH:21]=[CH:22][C:17]([CH2:16][CH2:15][C:4]2([C:9]3[CH:10]=[CH:11][CH:12]=[CH:13][CH:14]=3)[O:5][C:6](=[O:8])[C:7]([S:40][C:32]3[CH:33]=[C:34]([CH3:39])[C:35]([CH2:37][OH:38])=[CH:36][C:31]=3[C:27]([CH3:30])([CH3:29])[CH3:28])=[C:2]([OH:1])[CH2:3]2)=[CH:18][CH:19]=1 |f:2.3.4|. Reported procedure: The title compound was prepared as described in General Method 9 using 0.23 g (0.65 mmol) of N-{4-[2-(4-hydroxy-6-oxo-2-phenyl-3,6-dihydro-2H-pyran-2-yl)-ethyl]-phenyl}-acetamide (prepared in Example RR), 0.33 g (0.90 mmol) of toluene-4-thiosulfonic acid S-(2-tert-butyl-4-hydroxymethyl-5-methyl-phenyl) ester (prepared in Example FFF), 0.54 g (3.9 mmol) of K2CO3, and 5 mL of DMF. The solution was stirred overnight at room temperature and then poured into glacial acetic acid (5 mL) and EtOAc (20 m... The reactants are CN1CCN(CC1)C1=NN(C2=CC=CC=C12)S(=O)(=O)C1=CC=CC=C1 (3-(4-methyl-1-piperazinyl)-1-phenylsulfonyl-1H-indazole), CO[Na] (CH3ONa). The solvent is CO (methanol), CO (methanol). The product is CN1CCN(CC1)C1=NNC2=CC=CC=C12 (3-(4-Methyl-1-piperazinyl)-1H-indazole). Yield: 80.3%. As a reaction SMILES: [CH3:1][N:2]1[CH2:7][CH2:6][N:5]([C:8]2[C:16]3[C:11](=[CH:12][CH:13]=[CH:14][CH:15]=3)[N:10](S(C3C=CC=CC=3)(=O)=O)[N:9]=2)[CH2:4][CH2:3]1.CO[Na]>CO>[CH3:1][N:2]1[CH2:7][CH2:6][N:5]([C:8]2[C:16]3[C:11](=[CH:12][CH:13]=[CH:14][CH:15]=3)[NH:10][N:9]=2)[CH2:4][CH2:3]1. Reported procedure: A stirred mixture of 3-(4-methyl-1-piperazinyl)-1-phenylsulfonyl-1H-indazole (13.5 g, 38 mmol), methanol (150 ml) and 25% CH3ONa in methanol (15.3 ml) was stirred and refluxed for 2.5 hours. The reaction was concentrated to about one-tenth its volume, and water was added to the mixture, resulting in a red solution. The solution was extracted with dichloromethane, the extract washed (H2O), dried (MgSO4), and the solvent was concentrated to afford 6.6 g of a rose-colored solid. Two recrystallizati...